From a dataset of the Open Reaction Database (ORD), a public repository of structured organic reaction records. describe an organic reaction: reactants, conditions, products, and yield Reactants: [Li+].C[Si](C)(C)[N-][Si](C)(C)C (LiHMDS), COC(C[C@@H]1CC[C@H](CC1)NC(=O)OC(C)(C)C)=O (trans-(4-tert-butoxycarbonylaminocyclohexyl)-acetic acid methyl ester), COC=1N=C2C(=CC=NC2=CC1)C=O (6-methoxy-[1,5]naphthyridine-4-carbaldehyde). Run in C1CCOC1 (THF), C1CCOC1 (THF). Conditions: temperature -78 celsius, time 1.5 hour. Yields the product COC(C(C(C1=CC=NC2=CC=C(N=C12)OC)O)[C@@H]1CC[C@H](CC1)NC(=O)OC(C)(C)C)=O (trans-2-(4-tert-butoxycarbonylamino-cyclohexyl)-3-hydroxy-3-(6-methoxy-[1,5]naphthyridin-4-yl)-propionic acid methyl ester). The yield is 88.0%. As a reaction SMILES: [CH3:1][O:2][C:3](=[O:19])[CH2:4][C@H:5]1[CH2:10][CH2:9][C@H:8]([NH:11][C:12]([O:14][C:15]([CH3:18])([CH3:17])[CH3:16])=[O:13])[CH2:7][CH2:6]1.[Li+].C[Si]([N-][Si](C)(C)C)(C)C.[CH3:30][O:31][C:32]1[N:33]=[C:34]2[C:39](=[CH:40][CH:41]=1)[N:38]=[CH:37][CH:36]=[C:35]2[CH:42]=[O:43]>C1COCC1>[CH3:1][O:2][C:3](=[O:19])[CH:4]([C@H:5]1[CH2:6][CH2:7][C@H:8]([NH:11][C:12]([O:14][C:15]([CH3:16])([CH3:18])[CH3:17])=[O:13])[CH2:9][CH2:10]1)[CH:42]([OH:43])[C:35]1[C:34]2[C:39](=[CH:40][CH:41]=[C:32]([O:31][CH3:30])[N:33]=2)[N:38]=[CH:37][CH:36]=1 |f:1.2|. Procedure details: To a solution of trans-(4-tert-butoxycarbonylaminocyclohexyl)-acetic acid methyl ester (1.80 g, 6.63 mmol; prepared according to WO 2000/024717) in THF (20 mL) cooled to −78° C. was added LiHMDS (1M in THF, 17.1 mL) dropwise over 10 minutes. The resulting solution was stirred for 1.5 h in a dry-ice bath letting the temperature settle at −40° C. The reaction was cooled again to −78° C. and 6-methoxy-[1,5]naphthyridine-4-carbaldehyde (3.35 g, 17.82 mmol; prepared according to WO 2006/032466) was a... Starting materials: C1(CC1)B(O)O (cyclopropylboronic acid), P(=O)([O-])([O-])[O-].[K+].[K+].[K+] (potassium phosphate), C1(CCCCC1)P(C1CCCCC1)C1CCCCC1 (tricyclohexylphosphine), COC(CC1=CSC2=C1C(=CC(=C2)O[Si](C(C)C)(C(C)C)C(C)C)OS(=O)(=O)C(F)(F)F)=O (methyl(4-(((trifluoromethyl)sulfonyl)oxy)-6-((triisopropylsilyl)oxy)-1-benzothiophen-3-yl)acetate). The reagents and catalysts are CC(=O)[O-].CC(=O)[O-].[Pd+2] (Pd(OAc)2). The solvent is CN(C)C=O (DMF), O (water). Yields the product COC(CC1=CSC2=C1C(=CC(=C2)O[Si](C(C)C)(C(C)C)C(C)C)C2CC2)=O (Methyl(4-cyclopropyl-6-((triisopropylsilyl)oxy)-1-benzothiophen-3-yl)acetate). Yield: 91.4%. Reaction SMILES: [CH3:1][O:2][C:3](=[O:33])[CH2:4][C:5]1[C:9]2[C:10](OS(C(F)(F)F)(=O)=O)=[CH:11][C:12]([O:14][Si:15]([CH:22]([CH3:24])[CH3:23])([CH:19]([CH3:21])[CH3:20])[CH:16]([CH3:18])[CH3:17])=[CH:13][C:8]=2[S:7][CH:6]=1.[CH:34]1(B(O)O)[CH2:36][CH2:35]1.P([O-])([O-])([O-])=O.[K+].[K+].[K+].C1(P(C2CCCCC2)C2CCCCC2)CCCCC1>CC([O-])=O.CC([O-])=O.[Pd+2].O.CN(C=O)C>[CH3:1][O:2][C:3](=[O:33])[CH2:4][C:5]1[C:9]2[C:10]([CH:34]3[CH2:36][CH2:35]3)=[CH:11][C:12]([O:14][Si:15]([CH:22]([CH3:23])[CH3:24])([CH:19]([CH3:20])[CH3:21])[CH:16]([CH3:18])[CH3:17])=[CH:13][C:8]=2[S:7][CH:6]=1 |f:2.3.4.5,7.8.9|. Procedure: To a mixture of methyl(4-(((trifluoromethyl)sulfonyl)oxy)-6-((triisopropylsilyl)oxy)-1-benzothiophen-3-yl)acetate (512 mg) and DMF (10 mL) were added cyclopropylboronic acid (167 mg), potassium phosphate (1238 mg), Pd(OAc)2 (21.83 mg) and tricyclohexylphosphine (82 mg) at room temperature, and the mixture was refluxed for 16 h. The mixture was poured into water at room temperature and extracted with EtOAc. The organic layer was separated, washed successively with water and brine, dried over MgSO... Starting materials: CON1CCC(c2ccc(NC(=O)c3nc(C#N)cn3COCC[Si](C)(C)C)c(C3=CCCCC3)c2)CC1, CCO, ClCCl, O=C(O)C(F)(F)F. The product is CON1CCC(c2ccc(NC(=O)c3ncc(C#N)[nH]3)c(C3=CCCCC3)c2)CC1, O=C(O)C(F)(F)F. RXN SMILES: [C:1]1([c:7]2[c:8]([NH:21][C:22](=[O:23])[c:24]3[n:25]([CH2:31][O:32][CH2:33][CH2:34][Si:35]([CH3:36])([CH3:37])[CH3:38])[cH:26][c:27]([C:29]#[N:30])[n:28]3)[cH:9][cH:10][c:11]([CH:13]3[CH2:14][CH2:15][N:16]([O:19][CH3:20])[CH2:17][CH2:18]3)[cH:12]2)=[CH:2][CH2:3][CH2:4][CH2:5][CH2:6]1.[CH3:49][CH2:50][OH:51].[Cl:46][CH2:47][Cl:48].[F:39][C:40]([C:41](=[O:42])[OH:43])([F:44])[F:45]>>[C:1]1([c:7]2[c:8]([NH:21][C:22](=[O:23])[c:24]3[n:25][cH:26][c:27]([C:29]#[N:30])[nH:28]3)[cH:9][cH:10][c:11]([CH:13]3[CH2:14][CH2:15][N:16]([O:19][CH3:20])[CH2:17][CH2:18]3)[cH:12]2)=[CH:2][CH2:3][CH2:4][CH2:5][CH2:6]1.[F:39][C:40]([C:41](=[O:42])[OH:43])([F:44])[F:45]. Yields the product N#Cc1cccc(F)c1-c1c(F)ccc(Br)c1F. Reactants: Br, [Cu]Br, O=N[O-], N#Cc1cccc(F)c1-c1c(F)ccc(N)c1F, [Na+], C1COCCO1, O. As a reaction SMILES: [BrH:23].[Cu:31][Br:32].[N:19]([O-:20])=[O:21].[NH2:1][c:2]1[c:3]([F:18])[c:4](-[c:9]2[c:10]([C:16]#[N:17])[cH:11][cH:12][cH:13][c:14]2[F:15])[c:5]([F:8])[cH:6][cH:7]1.[Na+:22].[O:24]1[CH2:25][CH2:26][O:27][CH2:28][CH2:29]1.[OH2:30]>>[c:2]1([Br:23])[c:3]([F:18])[c:4](-[c:9]2[c:10]([C:16]#[N:17])[cH:11][cH:12][cH:13][c:14]2[F:15])[c:5]([F:8])[cH:6][cH:7]1. The reactants are NC1=CC=C(C2=C1OCCO2)C(=O)O (8-amino-1,4-benzodioxane-5-carboxylic acid), C(C)(=O)OC(C)=O (acetic anhydride). Solvent: C(C)(=O)O (acetic acid). Product: N(C(=O)C)C1=CC=C(C2=C1OCCO2)C(=O)O (8-acetamino-1,4-benzodioxane-5-carboxylic acid). Isolated yield 84.0%. Reaction SMILES: [NH2:1][C:2]1[C:7]2[O:8][CH2:9][CH2:10][O:11][C:6]=2[C:5]([C:12]([OH:14])=[O:13])=[CH:4][CH:3]=1.[C:15](OC(=O)C)(=[O:17])[CH3:16]>C(O)(=O)C>[NH:1]([C:2]1[C:7]2[O:8][CH2:9][CH2:10][O:11][C:6]=2[C:5]([C:12]([OH:14])=[O:13])=[CH:4][CH:3]=1)[C:15]([CH3:16])=[O:17]. Procedure details: 43 g of 8-amino-1,4-benzodioxane-5-carboxylic acid and 72 ml of acetic acid were introduced into a balloon flask and then 24.5 ml of acetic anhydride were added in portions. The mixture was heated to 60°-70° C. and then cooled. The precipitate was dried off, washed with acetic acid and water and dried. 44 g of 8-acetamino-1,4-benzodioxane-5-carboxylic acid were obtained (M.P.: 233° C.; yield: 84%). The reactants are CC(=O)O[BH-](OC(C)=O)OC(C)=O, O=C([O-])O, C=O, CC(=O)O, CO, CC(C)n1ncnc1-c1cn2c(n1)-c1ccc(C3=C(C(N)=O)CN(C)CC3)cc1OCC2, ClCCl, [Na+], [Na+]. The product is CC(C)n1ncnc1-c1cn2c(n1)-c1ccc(C3=CCN(C)CC3C(N)=O)cc1OCC2. Reaction SMILES: [C:35]([O:36][BH-:37]([O:38][C:39](=[O:40])[CH3:41])[O:42][C:43](=[O:44])[CH3:45])(=[O:46])[CH3:47].[C:53](=[O:54])([O-:55])[OH:56].[CH2:33]=[O:34].[CH3:49][C:50](=[O:51])[OH:52].[CH3:61][OH:62].[CH:1]([CH3:2])([CH3:3])[n:4]1[n:5][cH:6][n:7][c:8]1-[c:9]1[n:10][c:11]2[n:12]([cH:32]1)[CH2:13][CH2:14][O:15][c:16]1[c:17]-2[cH:18][cH:19][c:20]([C:22]2=[C:23]([C:29](=[O:30])[NH2:31])[CH2:24][N:25]([CH3:28])[CH2:26][CH2:27]2)[cH:21]1.[Cl:58][CH2:59][Cl:60].[Na+:48].[Na+:57]>>[CH:1]([CH3:2])([CH3:3])[n:4]1[n:5][cH:6][n:7][c:8]1-[c:9]1[n:10][c:11]2[n:12]([cH:32]1)[CH2:13][CH2:14][O:15][c:16]1[c:17]-2[cH:18][cH:19][c:20]([C:22]2=[CH:27][CH2:26][N:25]([CH3:28])[CH2:24][CH:23]2[C:29](=[O:30])[NH2:31])[cH:21]1. The reactants are BrB(Br)Br, ClCCl, COc1cccc(S(=O)(=O)N2CCN(c3ccc(F)cc3C(F)(F)F)CC2C)c1. Yields the product CC1CN(c2ccc(F)cc2C(F)(F)F)CCN1S(=O)(=O)c1cccc(O)c1. RXN SMILES: [B:30]([Br:31])([Br:32])[Br:33].[Cl:34][CH2:35][Cl:36].[F:1][c:2]1[cH:3][c:4]([C:26]([F:27])([F:28])[F:29])[c:5]([N:8]2[CH2:9][CH:10]([CH3:25])[N:11]([S:14](=[O:15])(=[O:16])[c:17]3[cH:18][c:19]([O:23][CH3:24])[cH:20][cH:21][cH:22]3)[CH2:12][CH2:13]2)[cH:6][cH:7]1>>[F:1][c:2]1[cH:3][c:4]([C:26]([F:27])([F:28])[F:29])[c:5]([N:8]2[CH2:9][CH:10]([CH3:25])[N:11]([S:14](=[O:15])(=[O:16])[c:17]3[cH:18][c:19]([OH:23])[cH:20][cH:21][cH:22]3)[CH2:12][CH2:13]2)[cH:6][cH:7]1. The reactants are CCN(C(C)C)C(C)C (DIPEA), FC1=C(C(=O)O)C=C(C=C1)CC1=NNC(C2=CC=CC=C12)=O (2-fluoro-5-(4-oxo-3,4-dihydro-phthalazin-1-ylmethyl)-benzoic acid), O1CCN(CC1)C(COC1CCNCC1)=O (1-morpholino-2-(piperidin-4-yloxy)ethanone), 2-(1H-benzo[d][1,2,3]triazol-1-yl)-1,1,3,3-tetramethylisouronium tetrafluoroborate. The solvent is CN(C)C=O (DMF). Reaction conditions: time 1 hour. Yields the product FC1=C(C=C(CC2=NNC(C3=CC=CC=C23)=O)C=C1)C(=O)N1CCC(CC1)OCC(=O)N1CCOCC1 (4-(4-fluoro-3-(4-(2-morpholino-2-oxoethoxy)piperidine-1-carbonyl)benzyl)phthalazin-1(2H)-one). Isolated yield 62.8%. As a reaction SMILES: [F:1][C:2]1[CH:10]=[CH:9][C:8]([CH2:11][C:12]2[C:21]3[C:16](=[CH:17][CH:18]=[CH:19][CH:20]=3)[C:15](=[O:22])[NH:14][N:13]=2)=[CH:7][C:3]=1[C:4](O)=[O:5].[O:23]1[CH2:28][CH2:27][N:26]([C:29](=[O:38])[CH2:30][O:31][CH:32]2[CH2:37][CH2:36][NH:35][CH2:34][CH2:33]2)[CH2:25][CH2:24]1.CCN(C(C)C)C(C)C>CN(C=O)C>[F:1][C:2]1[CH:10]=[CH:9][C:8]([CH2:11][C:12]2[C:21]3[C:16](=[CH:17][CH:18]=[CH:19][CH:20]=3)[C:15](=[O:22])[NH:14][N:13]=2)=[CH:7][C:3]=1[C:4]([N:35]1[CH2:34][CH2:33][CH:32]([O:31][CH2:30][C:29]([N:26]2[CH2:27][CH2:28][O:23][CH2:24][CH2:25]2)=[O:38])[CH2:37][CH2:36]1)=[O:5]. Reported procedure: 2-fluoro-5-((4-oxo-3,4-dihydrophthalazin-1-yl)methyl)benzoic acid (1) (0.2 g, 0.67 mmol), 1-morpholino-2-(piperidin-4-yloxy)ethanone (76) (0.153 g, 0.67 mmol) and 2-(1H-benzo[d][1,2,3]triazol-1-yl)-1,1,3,3-tetramethylisouronium tetrafluoroborate (0.215 g, 0.67 mmol) were dissolved in DMF (10 mL), to this was added DIPEA (0.117 mL, 0.67 mmol) and the reaction was stirred for 1 hour. The solvent was evaporated to dryness and the gum was dissolved in acetonitrile (4 mL). The crude product was purif... Reactants: O (water), C(C#C)Br (propargyl bromide), [H-].[Na+] (Sodium hydride), CC1(OCC(O1)CO)C (2,2-dimethyl-1,3-dioxolane-4-methanol). Reagents/catalysts: [I-].C(CCC)[N+](CCCC)(CCCC)CCCC (Tetrabutylammonium iodide). The solvent is C1CCOC1 (THF). Reaction conditions: temperature 0 celsius, time 150 minute. Yields the product CC1(OCC(O1)COC#CC)C ((2,2-dimethyl-1,3-dioxolan-4-yl)methoxyl-1-propyne). As a reaction SMILES: [H-].[Na+].[CH3:3][C:4]1([CH3:11])[O:8][CH:7]([CH2:9][OH:10])[CH2:6][O:5]1.[CH2:12](Br)[C:13]#[CH:14].O>C1COCC1.[I-].C([N+](CCCC)(CCCC)CCCC)CCC>[CH3:3][C:4]1([CH3:11])[O:8][CH:7]([CH2:9][O:10][C:12]#[C:13][CH3:14])[CH2:6][O:5]1 |f:0.1,6.7|. Reported procedure: Sodium hydride (1.32 g, 55 mmol) was added to a solution of 2,2-dimethyl-1,3-dioxolane-4-methanol (Aldrich) in THF (60 mL), and the resulting mixture was heated at reflux for 90 min then cooled to 0° C. Tetrabutylammonium iodide (370 mg), and propargyl bromide (80% in toluene, 6.22 mL, 50 mmol) (Aldrich) were added successively. After stirring for 150 min. at room temperature, 20 mL water was added and the THF was evaporated in vacuo. The aqueous layer was then extracted with diethyl ether (4×50... Starting materials: Cl.N[C@@H](C)C1=CC=C(C(=O)OC)C=C1 (Methyl 4-[(1S)-1-aminoethyl]benzoate hydrochloride), ClC=1C=CC(=C(C(=O)O)C1)OC1=C(C(=CC=C1)F)F (5-Chloro-2-(2,3-difluorophenoxy)benzoic acid). Product: ClC=1C=CC(=C(C(=O)N[C@@H](C)C2=CC=C(C(=O)OC)C=C2)C1)OC1=C(C(=CC=C1)F)F (Methyl 4-((1S)-1-{[5-chloro-2-(2,3-difluorophenoxy)benzoyl]amino}ethyl)benzoate). RXN SMILES: Cl.[NH2:2][C@H:3]([C:5]1[CH:14]=[CH:13][C:8]([C:9]([O:11][CH3:12])=[O:10])=[CH:7][CH:6]=1)[CH3:4].[Cl:15][C:16]1[CH:17]=[CH:18][C:19]([O:25][C:26]2[CH:31]=[CH:30][CH:29]=[C:28]([F:32])[C:27]=2[F:33])=[C:20]([CH:24]=1)[C:21](O)=[O:22]>>[Cl:15][C:16]1[CH:17]=[CH:18][C:19]([O:25][C:26]2[CH:31]=[CH:30][CH:29]=[C:28]([F:32])[C:27]=2[F:33])=[C:20]([CH:24]=1)[C:21]([NH:2][C@H:3]([C:5]1[CH:14]=[CH:13][C:8]([C:9]([O:11][CH3:12])=[O:10])=[CH:7][CH:6]=1)[CH3:4])=[O:22] |f:0.1|. Procedure: The title compound was prepared according to the procedure described in step 3 of Example 1 from methyl 4-[(1S)-1-aminoethyl]benzoate hydrochloride (step 3 of Example 5) and 5-chloro-2-(2,3-difluorophenoxy)benzoic acid (step 2): 1H-NMR (CDCl3) δ 8.15 (1H, d, J=2.6 Hz), 7.96 (2H, d, J=8.4 Hz), 7.62 (1H, d, J=7.4 Hz), 7.44–7.31 (3H, m), 7.14–7.00 (2H, m), 6.85 (1H, d, J=8.7 Hz), 6.81–6.68 (1H, m), 5.33 (1H, dq, J=7.4, 7.1 Hz), 3.90 (3H, s), 1.51 (3H, d, J=7.1 Hz); MS (ESI) m/z 446 (M+H)+, 444 (M−H...